This data is from the Open Reaction Database (ORD), a public repository of structured organic reaction records. The task is: describe an organic reaction: reactants, conditions, products, and yield The reactants are C1(CCCCC1)C(C=1OC2=C(C1C)C=C(C=C2)OC2CCSCC2)NC2=CC=C(C=C2)C(=O)N(CCC(=O)OCC)C (Ethyl 3-[{[4-({cyclohexyl[3-methyl-5-(tetrahydro-2H-thiopyran-4-yloxy)-1-benzofuran-2-yl]methyl}amino)phenyl]carbonyl}(methyl)amino]propanoate), C1(CCCCC1)C(C=1OC2=C(C1C)C=C(C=C2)OC2CCSCC2)NC2=CC=C(C=C2)C(=O)N(CCC(=O)OCC)C (ethyl 3-[{[4-({cyclohexyl[3-methyl-5-(tetrahydro-2H-thiopyran-4-yloxy)-1-benzofuran-2-yl]methyl}amino)phenyl]carbonyl}(methyl)amino]propanoate), [OH-].[Na+] (sodium hydroxide). Solvent: C(C)O (ethanol). Reaction conditions: time 0.5 hour. Product: C1(CCCCC1)C(C=1OC2=C(C1C)C=C(C=C2)OC2CCSCC2)NC2=CC=C(C=C2)C(=O)N(CCC(=O)O)C (3-[{[4-({cyclohexyl[3-methyl-5-(tetrahydro-2H-thiopyran-4-yloxy)-1-benzofuran-2-yl]methyl}amino)phenyl]carbonyl}(methyl)amino]propanoic acid). The yield is 45.0%. As a reaction SMILES: [CH:1]1([CH:7]([NH:25][C:26]2[CH:31]=[CH:30][C:29]([C:32]([N:34]([CH3:42])[CH2:35][CH2:36][C:37]([O:39]CC)=[O:38])=[O:33])=[CH:28][CH:27]=2)[C:8]2[O:9][C:10]3[CH:17]=[CH:16][C:15]([O:18][CH:19]4[CH2:24][CH2:23][S:22][CH2:21][CH2:20]4)=[CH:14][C:11]=3[C:12]=2[CH3:13])[CH2:6][CH2:5][CH2:4][CH2:3][CH2:2]1.[OH-].[Na+]>C(O)C>[CH:1]1([CH:7]([NH:25][C:26]2[CH:27]=[CH:28][C:29]([C:32]([N:34]([CH3:42])[CH2:35][CH2:36][C:37]([OH:39])=[O:38])=[O:33])=[CH:30][CH:31]=2)[C:8]2[O:9][C:10]3[CH:17]=[CH:16][C:15]([O:18][CH:19]4[CH2:20][CH2:21][S:22][CH2:23][CH2:24]4)=[CH:14][C:11]=3[C:12]=2[CH3:13])[CH2:6][CH2:5][CH2:4][CH2:3][CH2:2]1 |f:1.2|. Procedure: Ethyl 3-[{[4-({cyclohexyl[3-methyl-5-(tetrahydro-2H-thiopyran-4-yloxy)-1-benzofuran-2-yl]methyl}amino)phenyl]carbonyl}(methyl)amino]propanoate (0.14 g) synthesized in the above-mentioned (1) was dissolved in ethanol (3 mL), 1N aqueous sodium hydroxide solution (1.0 mL) was added to the solution at room temperature, and the mixture was stirred at room temperature for 0.5 hr. Ethanol was evaporated under reduced pressure, 1N hydrochloric acid (1.0 mL) was added to the residue, and the mixture was ... Procedure details: is obtained analogously to the reaction described in example 1 b) from 4-methyl-3-thienyl isothiocyanate and 4,5-dichloro-1,2-diaminobenzene. Crystalline solid, m.p. 310-320° C. RXN SMILES: [CH3:1][C:2]1[C:3]([N:7]=[C:8]=[S:9])=[CH:4][S:5][CH:6]=1.[Cl:10][C:11]1[C:16]([Cl:17])=[CH:15][C:14]([NH2:18])=[C:13]([NH2:19])[CH:12]=1>>[NH2:19][C:13]1[CH:12]=[C:11]([Cl:10])[C:16]([Cl:17])=[CH:15][C:14]=1[NH:18][C:8]([NH:7][C:3]1[C:2]([CH3:1])=[CH:6][S:5][CH:4]=1)=[S:9]. Yields the product NC1=C(C=C(C(=C1)Cl)Cl)NC(=S)NC1=CSC=C1C (N-(2-Amino-4,5-dichlorophenyl)-N′-(4-methyl-3-thienyl)thiourea). The reactants are CC=1C(=CSC1)N=C=S (4-methyl-3-thienyl isothiocyanate), ClC1=CC(=C(C=C1Cl)N)N (4,5-dichloro-1,2-diaminobenzene). Reaction conditions: temperature 32.5 celsius, time 30 minute. Reaction SMILES: [Cl:1][S:2]([OH:5])(=O)=[O:3].[CH2:6]([CH:8]1[CH:12]([CH3:13])[CH2:11][N:10]([C:14]([NH:16][CH2:17][CH2:18][C:19]2[CH:24]=[CH:23][CH:22]=[CH:21][CH:20]=2)=[O:15])[C:9]1=[C:25]=[O:26])[CH3:7]>>[CH2:6]([CH:8]1[CH:12]([CH3:13])[CH2:11][N:10]([C:14]([NH:16][CH2:17][CH2:18][C:19]2[CH:20]=[CH:21][C:22]([S:2]([Cl:1])(=[O:5])=[O:3])=[CH:23][CH:24]=2)=[O:15])[C:9]1=[C:25]=[O:26])[CH3:7]. Reported procedure: To a cooled (0–5° C.) solution of chlorosulfonic acid (22.4 ml), 4-[2-(3-Ethyl-4-methyl-2-carbonyl pyrrolidineamido)ethyl]benzene (15 gm) was added in small portions over a period of 1 to 2 hrs. Further it was stirred for 30 minutes at this temperature and then temperature was gradually raised to 30 to 35° C. and stirred for 5 hrs. The reaction mixture was quenched into ice-water, and stirred for 1 hr and filtered to obtain the product 4-[2-(3-Ethyl-4-methyl-2-carbonyl pyrrolidineamido)ethyl]ben... Product: C(C)C1C(N(CC1C)C(=O)NCCC1=CC=C(C=C1)S(=O)(=O)Cl)=C=O (4-[2-(3-Ethyl-4-methyl-2-carbonyl pyrrolidineamido)ethyl]benzene sulfonyl chloride). Reactants: ClS(=O)(=O)O (chlorosulfonic acid), C(C)C1C(N(CC1C)C(=O)NCCC1=CC=CC=C1)=C=O (4-[2-(3-Ethyl-4-methyl-2-carbonyl pyrrolidineamido)ethyl]benzene). Reactants: NC1=C(C(=C(C(=O)O)C=C1[N+](=O)[O-])F)F (4-amino-2,3-difluoro-5-nitrobenzoic acid), Cl (Hydrogen chloride), CO (methanol), [K+].[Br-] (KBr). Run at time 23 hour. Yields the product NC1=C(C(=C(C(=O)OC)C=C1[N+](=O)[O-])F)F (methyl 4-amino-2,3-difluoro-5-nitrobenzoate). Isolated yield 70.0%. Reaction SMILES: Cl.[NH2:2][C:3]1[C:11]([N+:12]([O-:14])=[O:13])=[CH:10][C:6]([C:7]([OH:9])=[O:8])=[C:5]([F:15])[C:4]=1[F:16].[K+].[Br-].[CH3:19]O>>[NH2:2][C:3]1[C:11]([N+:12]([O-:14])=[O:13])=[CH:10][C:6]([C:7]([O:9][CH3:19])=[O:8])=[C:5]([F:15])[C:4]=1[F:16] |f:2.3|. Procedure: Hydrogen chloride gas was dissolved in anhydrous methanol (30 ml) until the solution was warm. The solid 4-amino-2,3-difluoro-5-nitrobenzoic acid (0.47 g; 0.00215 mol) was dissolved in this solution and the reaction mixture was brought to reflux with vigorous stirring for 23 hours under a nitrogen atmosphere. The reaction mixture was allowed to cool slowly on the bench. A yellow precipitate formed and was collected by vacuum filtration and dried with suction to afford 0.35 g of yellow microfilam... The reactants are C(#N)[BH3-].[Na+] (sodium cyanoborohydride), OC1=C(C=C(C=C1)O)C(C)CCCC1=CC=CC=C1 (2-(2',5'-dihydroxyphenyl)-5-phenylpentane), C([O-])(O)=O.[Na+] (sodium bicarbonate), C(C)(=O)C1C(CCCC1)=O (2-acetylcyclohexanone), Cl (hydrogen chloride). Solvent: C(C)(=O)O (acetic acid), CO (methanol). Procedure details: A solution of 25.6 g. (0.10 mole) 2-(2',5'-dihydroxyphenyl)-5-phenylpentane and 14.0 g. (0.10 mole) of 2-acetylcyclohexanone in 75 ml. of glacial acetic acid is cooled to 15° C. and anhydrous hydrogen chloride gas is passed through the solution for 30 minutes. The resulting red solution is allowed to warm to room temperature and stirred for four days. The solution is then added to a suspension of 40 g. of sodium bicarbonate in 500 ml. of methanol at -5° C. and the resulting mixture is treated po... RXN SMILES: [OH:1][C:2]1[CH:7]=[CH:6][C:5]([OH:8])=[CH:4][C:3]=1[CH:9]([CH2:11][CH2:12][CH2:13][C:14]1[CH:19]=[CH:18][CH:17]=[CH:16][CH:15]=1)[CH3:10].[C:20]([CH:23]1[CH2:28][CH2:27][CH2:26][CH2:25][C:24]1=O)(=O)[CH3:21].Cl.[C:31](=[O:34])(O)[O-].[Na+].[C:36]([BH3-])#N.[Na+]>CO.C(O)(=O)C>[C:31]([O:1][C:2]1[C:3]([CH:9]([CH3:10])[CH2:11][CH2:12][CH2:13][C:14]2[CH:15]=[CH:16][CH:17]=[CH:18][CH:19]=2)=[CH:4][C:5]2[O:8][CH:20]([CH3:21])[C:23]3[CH2:28][CH2:27][CH2:26][CH2:25][C:24]=3[C:6]=2[CH:7]=1)(=[O:34])[CH3:36] |f:3.4,5.6|. Product: C(C)(=O)OC1=CC2=C(OC(C3=C2CCCC3)C)C=C1C(CCCC1=CC=CC=C1)C (7,8,9,10-tetrahydro-2-acetoxy-6-methyl-3-(1-methyl-4-phenylbutyl)-6H-dibenzo[b,d]pyran). Conditions: time 4 day. Reactants: CC(=O)O[BH-](OC(C)=O)OC(C)=O, C1CCOC1, CC=O, CCCC(CSc1ccc(F)cc1)NC1CCC(c2ccc3[nH]c(=O)oc3c2)CC1, [Na+]. The product is CCCC(CSc1ccc(F)cc1)N(CC)C1CCC(c2ccc3[nH]c(=O)oc3c2)CC1. As a reaction SMILES: [C:34]([O:35][BH-:36]([O:37][C:38](=[O:39])[CH3:40])[O:41][C:42](=[O:43])[CH3:44])(=[O:45])[CH3:46].[CH2:48]1[O:49][CH2:50][CH2:51][CH2:52]1.[CH:31]([CH3:32])=[O:33].[F:1][c:2]1[cH:3][cH:4][c:5]([S:8][CH2:9][CH:10]([CH2:11][CH2:12][CH3:13])[NH:14][CH:15]2[CH2:16][CH2:17][CH:18]([c:21]3[cH:22][c:23]4[c:24]([nH:25][c:26](=[O:28])[o:27]4)[cH:29][cH:30]3)[CH2:19][CH2:20]2)[cH:6][cH:7]1.[Na+:47]>>[F:1][c:2]1[cH:3][cH:4][c:5]([S:8][CH2:9][CH:10]([CH2:11][CH2:12][CH3:13])[N:14]([CH:15]2[CH2:16][CH2:17][CH:18]([c:21]3[cH:22][c:23]4[c:24]([nH:25][c:26](=[O:28])[o:27]4)[cH:29][cH:30]3)[CH2:19][CH2:20]2)[CH2:31][CH3:32])[cH:6][cH:7]1. Starting materials: COC(=O)c1c(Br)cncc1Nc1ccccc1F, CCOC(C)=O, OB(O)c1ccccc1F, [K+], [K+], O=C([O-])[O-], CC(=O)[O-], CC(=O)[O-], C1COCCO1, O, [Pd+2]. Product: COC(=O)c1c(Nc2ccccc2F)cncc1-c1ccccc1F. Reaction SMILES: [CH3:1][O:2][C:3]([c:4]1[c:5]([Br:18])[cH:6][n:7][cH:8][c:9]1[NH:10][c:11]1[c:12]([F:17])[cH:13][cH:14][cH:15][cH:16]1)=[O:19].[CH3:43][CH2:44][O:45][C:46]([CH3:47])=[O:48].[F:20][c:21]1[c:22]([B:27]([OH:28])[OH:29])[cH:23][cH:24][cH:25][cH:26]1.[K+:30].[K+:31].[O-:32][C:33]([O-:34])=[O:35].[O-:50][C:51]([CH3:52])=[O:53].[O-:54][C:55]([CH3:56])=[O:57].[O:36]1[CH2:37][CH2:38][O:39][CH2:40][CH2:41]1.[OH2:42].[Pd+2:49]>>[CH3:1][O:2][C:3]([c:4]1[c:5](-[c:22]2[c:21]([F:20])[cH:26][cH:25][cH:24][cH:23]2)[cH:6][n:7][cH:8][c:9]1[NH:10][c:11]1[c:12]([F:17])[cH:13][cH:14][cH:15][cH:16]1)=[O:19].